From a dataset of the Open Reaction Database (ORD), a public repository of structured organic reaction records. describe an organic reaction: reactants, conditions, products, and yield Starting materials: CC1=C(C=O)C=CC=C1 (2-methylbenzaldehyde), Cl.O(C)N (methoxylamine hydrochloride), compound 3-A. Yields the product CON=CC1=C(C=CC=C1)C (2-Methylbenzaldehyde O-methyloxime). Isolated yield 96.0%. As a reaction SMILES: [CH3:1][C:2]1[CH:9]=[CH:8][CH:7]=[CH:6][C:3]=1[CH:4]=O.Cl.[O:11]([NH2:13])[CH3:12]>>[CH3:12][O:11][N:13]=[CH:4][C:3]1[CH:6]=[CH:7][CH:8]=[CH:9][C:2]=1[CH3:1] |f:1.2|. Procedure details: Reaction of 2-methylbenzaldehyde with methoxylamine hydrochloride as described in the preparation of compound 3-A gave the title oxime ether as a clear oil (96% yield). HPLC indicated a 95:5 mixture of E- and Z-isomers. 1HNMR 400 MHz (CDCl3) δ (ppm): (E-isomer) 2.44 (3H, s, CH3), 4.01 (3H, s, OCH3), 7.19-7.28 (3H, m, aromatics), 7.73 (1H, m, aromatic), 8.36 (1H, s, CH). The reactants are COC1=C(C=CC(=C1)C=1SC=2CC3=C(C2C1)N(N=C3C3=CC=C(C=C3)OC)COCC[Si](C)(C)C)O (2-Methoxy-4-[6-(4-methoxy-phenyl)-4-(2-trimethylsilanyl-ethoxymethyl)-4,7-dihydro-1-thia-4,5-diaza-cyclopenta[a]pentalen-2-yl]-phenol), Cl (HCl). The solvent is CO (MeOH). Run at temperature 100 celsius. The product is COC1=C(C=CC(=C1)C=1SC=2CC3=C(C2C1)NN=C3C3=CC=C(C=C3)OC)O (2-Methoxy-4-[6-(4-methoxy-phenyl)-4,7-dihydro-1-thia-4,5-diaza-cyclopenta[a]pentalen-2-yl]-phenol). Yield: 84.4%. RXN SMILES: [CH3:1][O:2][C:3]1[CH:8]=[C:7]([C:9]2[S:10][C:11]3[CH2:12][C:13]4[C:19]([C:20]5[CH:25]=[CH:24][C:23]([O:26][CH3:27])=[CH:22][CH:21]=5)=[N:18][N:17](COCC[Si](C)(C)C)[C:14]=4[C:15]=3[CH:16]=2)[CH:6]=[CH:5][C:4]=1[OH:36].Cl>CO>[CH3:1][O:2][C:3]1[CH:8]=[C:7]([C:9]2[S:10][C:11]3[CH2:12][C:13]4[C:19]([C:20]5[CH:25]=[CH:24][C:23]([O:26][CH3:27])=[CH:22][CH:21]=5)=[N:18][NH:17][C:14]=4[C:15]=3[CH:16]=2)[CH:6]=[CH:5][C:4]=1[OH:36]. Reported procedure: 2-Methoxy-4-[6-(4-methoxy-phenyl)-4-(2-trimethylsilanyl-ethoxymethyl)-4,7-dihydro-1-thia-4,5-diaza-cyclopenta[a]pentalen-2-yl]-phenol (0.47 g, 0.9 mmol) was dissolved in MeOH and treated with concentrated HCl (0.3 mL, 9.03 mmol). The reaction mixture was heated at 100° C. for 4 hr. The solution was cooled to room temperature and the resultant precipitate was filtered, washed with MeOH and concentrated under reduced pressure to provide the corresponding 2-Methoxy-4-[6-(4-methoxy-phenyl)-4,7-dihyd...